Dataset: the Open Reaction Database (ORD), a public repository of structured organic reaction records. Task: describe an organic reaction: reactants, conditions, products, and yield Starting materials: COC(=O)C=1C=CC(=NC1)C(=O)OC(C)(C)C (Pyridine-2,5-dicarboxylic acid 2-tert-butyl ester 5-methyl ester). The reagents and catalysts are [Pd] (palladium on carbon). Solvent: C(C)(=O)O (acetic acid). Product: COC(=O)C1CCC(NC1)C(=O)OC(C)(C)C (Piperidine-2,5-dicarboxylic acid 2-tert-butyl ester 5-methyl ester). Yield: 87.4%. RXN SMILES: [CH3:1][O:2][C:3]([C:5]1[CH:6]=[CH:7][C:8]([C:11]([O:13][C:14]([CH3:17])([CH3:16])[CH3:15])=[O:12])=[N:9][CH:10]=1)=[O:4]>C(O)(=O)C.[Pd]>[CH3:1][O:2][C:3]([CH:5]1[CH2:10][NH:9][CH:8]([C:11]([O:13][C:14]([CH3:17])([CH3:16])[CH3:15])=[O:12])[CH2:7][CH2:6]1)=[O:4]. Reported procedure: Pyridine-2,5-dicarboxylic acid 2-tert-butyl ester 5-methyl ester (5.8 g, 24.45 mmol) was dissolved in glacial acetic acid (30 mL) and hydrogenated at 50-60 psi for 3 days with 10% palladium on carbon catalyst (0.6 g). The reaction mixture was filtered through a pad of Celite which was then washed with methanol. The filtrates were combined and concentrated under reduced pressure. The residue was dissolved in water (100 mL) and solid sodium carbonate (15 g) was added to bring the pH to 8. The solu... The reactants are CC(C(=O)OC)(CCCCS)C (methyl 2,2-dimethyl-6-mercaptohexanoate), [H-].[Na+] (sodium hydride), ClC1=NC2=CC=CC=C2C(=C1)C1=CC=CC=C1 (2-chloro-4-phenylquinoline), CO (methanol). Solvent: CN(C=O)C (dimethylformamide), CN(C=O)C (dimethyl-formamide). Conditions: temperature 60 celsius, time 2 hour. Product: CC(C(=O)OC)(CCCCSC1=NC2=CC=CC=C2C(=C1)C1=CC=CC=C1)C (methyl 2,2-dimethyl-6-[(4-phenyl-2-quinolyl)thio]-hexanoate). Reaction SMILES: [CH3:1][C:2]([CH3:12])([CH2:7][CH2:8][CH2:9][CH2:10][SH:11])[C:3]([O:5][CH3:6])=[O:4].[H-].[Na+].Cl[C:16]1[CH:25]=[C:24]([C:26]2[CH:31]=[CH:30][CH:29]=[CH:28][CH:27]=2)[C:23]2[C:18](=[CH:19][CH:20]=[CH:21][CH:22]=2)[N:17]=1.CO>CN(C)C=O>[CH3:1][C:2]([CH3:12])([CH2:7][CH2:8][CH2:9][CH2:10][S:11][C:16]1[CH:25]=[C:24]([C:26]2[CH:31]=[CH:30][CH:29]=[CH:28][CH:27]=2)[C:23]2[C:18](=[CH:19][CH:20]=[CH:21][CH:22]=2)[N:17]=1)[C:3]([O:5][CH3:6])=[O:4] |f:1.2|. Reported procedure: To a solution of 4 g of methyl 2,2-dimethyl-6-mercaptohexanoate in 100 cc of dimethylformamide, is added 0.55 g of sodium hydride (50% w/w dispersion in mineral oil). The mixture is stirred for 2 hours until effervescence has stopped. A solution of 5 g of 2-chloro-4-phenylquinoline in 50 cc of dimethyl-formamide is then added. The obtained mixture is heated to 60° C. for 8 hours. After cooling, 10 cc of methanol is added and the mixture evaporated. The resultant residue is purified by flash chro... The reactants are Cc1ccccc1, N#CC1=C(C#N)C(=O)C(Cl)=C(Cl)C1=O, CCNC(=O)Nc1nc2c(s1)-c1[nH]ccc1CC2. The product is CCNC(=O)Nc1nc2c(s1)-c1c(ccn1C)CC2. As a reaction SMILES: [CH3:33][c:34]1[cH:35][cH:36][cH:37][cH:38][cH:39]1.[Cl:19][C:20]1=[C:31]([Cl:32])[C:29](=[O:30])[C:26]([C:27]#[N:28])=[C:23]([C:24]#[N:25])[C:21]1=[O:22].[s:1]1[c:2]([NH:13][C:14](=[O:15])[NH:16][CH2:17][CH3:18])[n:3][c:4]2[c:12]1-[c:11]1[c:7]([cH:8][cH:9][nH:10]1)[CH2:6][CH2:5]2>>[s:1]1[c:2]([NH:13][C:14](=[O:15])[NH:16][CH2:17][CH3:18])[n:3][c:4]2[c:12]1-[c:11]1[c:7]([cH:8][cH:9][n:10]1[CH3:20])[CH2:6][CH2:5]2. Starting materials: CC(=O)Cl, O=[N+]([O-])c1cc(C(F)(F)F)c(Cl)c([N+](=O)[O-])c1Nc1ncc(C(F)(F)F)cc1Cl, c1ccncc1. Product: CC(=O)N(c1ncc(C(F)(F)F)cc1Cl)c1c([N+](=O)[O-])cc(C(F)(F)F)c(Cl)c1[N+](=O)[O-]. As a reaction SMILES: [C:30]([CH3:31])(=[O:32])[Cl:33].[Cl:1][c:2]1[c:3]([NH:12][c:13]2[c:14]([N+:27](=[O:28])[O-:29])[c:15]([Cl:26])[c:16]([C:22]([F:23])([F:24])[F:25])[cH:17][c:18]2[N+:19](=[O:20])[O-:21])[n:4][cH:5][c:6]([C:8]([F:9])([F:10])[F:11])[cH:7]1.[cH:34]1[cH:35][cH:36][n:37][cH:38][cH:39]1>>[Cl:1][c:2]1[c:3]([N:12]([c:13]2[c:14]([N+:27](=[O:28])[O-:29])[c:15]([Cl:26])[c:16]([C:22]([F:23])([F:24])[F:25])[cH:17][c:18]2[N+:19](=[O:20])[O-:21])[C:30]([CH3:31])=[O:32])[n:4][cH:5][c:6]([C:8]([F:9])([F:10])[F:11])[cH:7]1. Reaction SMILES: Cl[C:2]1[C:3]([C:16]2[CH:21]=[CH:20][C:19]([F:22])=[CH:18][CH:17]=2)=[N:4][C:5]2[C:10]([N:11]=1)=[CH:9][C:8]([C:12]([O:14][CH3:15])=[O:13])=[CH:7][CH:6]=2.[F:23][C:24]([F:31])([F:30])[C@H:25]1[CH2:29][CH2:28][CH2:27][NH:26]1>CS(C)=O>[F:22][C:19]1[CH:20]=[CH:21][C:16]([C:3]2[C:2]([N:26]3[CH2:27][CH2:28][CH2:29][C@@H:25]3[C:24]([F:31])([F:30])[F:23])=[N:11][C:10]3[C:5](=[CH:6][CH:7]=[C:8]([C:12]([O:14][CH3:15])=[O:13])[CH:9]=3)[N:4]=2)=[CH:17][CH:18]=1. Product: FC1=CC=C(C=C1)C1=NC2=CC=C(C=C2N=C1N1[C@H](CCC1)C(F)(F)F)C(=O)OC ((R)-methyl 2-(4-fluorophenyl)-3-(2-(trifluoromethyl)pyrrolidin-1-yl)quinoxaline-6-carboxylate). The solvent is CS(=O)C (DMSO). Conditions: temperature 130 celsius, time 7 day. Reactants: ClC=1C(=NC2=CC=C(C=C2N1)C(=O)OC)C1=CC=C(C=C1)F (methyl 3-chloro-2-(4-fluorophenyl)quinoxaline-6-carboxylate), FC([C@@H]1NCCC1)(F)F ((R)-2-(trifluoromethyl)pyrrolidine). Reported procedure: To a solution of methyl 3-chloro-2-(4-fluorophenyl)quinoxaline-6-carboxylate (270 mg, 0.85 mmol) in DMSO (1 mL) was added (R)-2-(trifluoromethyl)pyrrolidine (275 mg, 1.99 mmol). The resulting solution was stirred 7 days at 130° C. and then evaporated in vacuo. The residue was diluted with petroleum ether (15 mL) and filtered. The filtrate was concentrated and purified by a silica gel column chromatography with 2%-10% ethyl acetate in petroleum ether to afford (R)-methyl 2-(4-fluorophenyl)-3-(2-(... Starting materials: [Al+3], COC(=O)c1cncc(OCc2nc(-c3ccccc3)oc2C)c1, [H-], [H-], [H-], [H-], [Li+], C1CCOC1. RXN SMILES: [Al+3:26].[CH3:1][c:2]1[c:3]([CH2:13][O:14][c:15]2[cH:16][c:17]([C:21](=[O:22])[O:23][CH3:24])[cH:18][n:19][cH:20]2)[n:4][c:5](-[c:7]2[cH:8][cH:9][cH:10][cH:11][cH:12]2)[o:6]1.[H-:25].[H-:28].[H-:29].[H-:30].[Li+:27].[O:31]1[CH2:32][CH2:33][CH2:34][CH2:35]1>>[CH3:1][c:2]1[c:3]([CH2:13][O:14][c:15]2[cH:16][c:17]([CH2:21][OH:22])[cH:18][n:19][cH:20]2)[n:4][c:5](-[c:7]2[cH:8][cH:9][cH:10][cH:11][cH:12]2)[o:6]1. The product is Cc1oc(-c2ccccc2)nc1COc1cncc(CO)c1.